Dataset: the Open Reaction Database (ORD), a public repository of structured organic reaction records. Task: describe an organic reaction: reactants, conditions, products, and yield Product: COc1cc(N)c(C(=O)O)cc1O. As a reaction SMILES: [CH3:16][OH:17].[OH:1][c:2]1[cH:3][c:4]([C:5](=[O:6])[OH:7])[c:8]([N+:13]([O-:14])=[O:15])[cH:9][c:10]1[O:11][CH3:12]>>[OH:1][c:2]1[cH:3][c:4]([C:5](=[O:6])[OH:7])[c:8]([NH2:13])[cH:9][c:10]1[O:11][CH3:12]. The reactants are CO, COc1cc([N+](=O)[O-])c(C(=O)O)cc1O. Starting materials: OCCOC1CCCCCCCCCCC1 (2-hydroxyethyl-cyclododecyl-ether), S(=O)(=O)(OCC)OCC (diethyl sulfate). Product: C(C)OCCOC1CCCCCCCCCCC1 (2-ethoxyethyl-cyclododecyl-ether). Reaction SMILES: [OH:1][CH2:2][CH2:3][O:4][CH:5]1[CH2:16][CH2:15][CH2:14][CH2:13][CH2:12][CH2:11][CH2:10][CH2:9][CH2:8][CH2:7][CH2:6]1.S(OCC)(O[CH2:21][CH3:22])(=O)=O>>[CH2:21]([O:1][CH2:2][CH2:3][O:4][CH:5]1[CH2:16][CH2:15][CH2:14][CH2:13][CH2:12][CH2:11][CH2:10][CH2:9][CH2:8][CH2:7][CH2:6]1)[CH3:22]. Reported procedure: The 2-ethoxyethyl-cyclododecyl-ether was prepared in correspondence with the description of Example 1 from 114 g (0.5 mol) of 2-hydroxyethyl-cyclododecyl-ether and 54 g (0.35 mol) of diethyl sulfate. The reactants are CCOc1ccc2nc(COc3ccc(CC4SC(=O)N(C(c5ccccc5)(c5ccccc5)c5ccccc5)C4=O)cc3)n(C)c2n1, CC(=O)O, CCOC(C)=O, O. Yields the product CCOc1ccc2nc(COc3ccc(CC4SC(=O)NC4=O)cc3)n(C)c2n1. RXN SMILES: [CH2:1]([CH3:2])[O:3][c:4]1[cH:5][cH:6][c:7]2[c:8]([n:9]1)[n:10]([CH3:48])[c:11]([CH2:13][O:14][c:15]1[cH:16][cH:17][c:18]([CH2:19][CH:20]3[C:21](=[O:45])[N:22]([C:26]([c:27]4[cH:28][cH:29][cH:30][cH:31][cH:32]4)([c:33]4[cH:34][cH:35][cH:36][cH:37][cH:38]4)[c:39]4[cH:40][cH:41][cH:42][cH:43][cH:44]4)[C:23](=[O:25])[S:24]3)[cH:46][cH:47]1)[n:12]2.[CH3:49][C:50](=[O:51])[OH:52].[CH3:54][CH2:55][O:56][C:57](=[O:58])[CH3:59].[OH2:53]>>[CH2:1]([CH3:2])[O:3][c:4]1[cH:5][cH:6][c:7]2[c:8]([n:9]1)[n:10]([CH3:48])[c:11]([CH2:13][O:14][c:15]1[cH:16][cH:17][c:18]([CH2:19][CH:20]3[C:21](=[O:45])[NH:22][C:23](=[O:25])[S:24]3)[cH:46][cH:47]1)[n:12]2. Starting materials: C(C)(=O)C=1C(OC(=CC1O)C)=O (3-Acetyl-4-hydroxy-6-methyl-pyran-2-one), COC1=C(C=O)C=CC(=C1)OC (2,4-dimethoxybenzaldehyde), C(C)O (ethanol), N1CCCCC1 (piperidine). Solvent: C(Cl)Cl.C(C)(=O)OCC.CC(=O)C (methylene chloride ethyl acetate acetone), CCCCCC.C(C)(=O)OCC (hexane ethyl acetate). Product: COC1=C(C=CC(=C1)OC)C=CC(=O)C=1C(OC(=CC1O)C)=O (3-[3-(2,4-dimethoxy-phenyl)-acryloyl]-4-hydroxy-6-methyl-pyran-2-one). As a reaction SMILES: [C:1]([C:4]1[C:5](=[O:12])[O:6][C:7]([CH3:11])=[CH:8][C:9]=1[OH:10])(=[O:3])[CH3:2].[CH3:13][O:14][C:15]1[CH:22]=[C:21]([O:23][CH3:24])[CH:20]=[CH:19][C:16]=1[CH:17]=O.C(O)C.N1CCCCC1>C(Cl)Cl.C(OCC)(=O)C.CC(C)=O.CCCCCC.C(OCC)(=O)C>[CH3:13][O:14][C:15]1[CH:22]=[C:21]([O:23][CH3:24])[CH:20]=[CH:19][C:16]=1[CH:17]=[CH:2][C:1]([C:4]1[C:5](=[O:12])[O:6][C:7]([CH3:11])=[CH:8][C:9]=1[OH:10])=[O:3] |f:4.5.6,7.8|. Procedure details: 3-Acetyl-4-hydroxy-6-methyl-pyran-2-one (5.07 g, 30.15 mmol) and 2,4-dimethoxybenzaldehyde (5.03 g, 30.27 mmol) were combined in a 250 mL round bottom flask. Absolute ethanol (20 mL) and piperidine (0.10 eq, 0.30 mL, 3.0 mmol) were added and the mixture heated to between 80 and 85 ° C. The reaction was monitored by TLC (silica gel, hexane-ethyl acetate (1:1 v/v) and methylene chloride-ethyl acetate-acetone (5:5:1 v/v)) and analytical HPLC. After 20 hours (>95% completion) the reaction mixture wa...